This data is from the Open Reaction Database (ORD), a public repository of structured organic reaction records. The task is: describe an organic reaction: reactants, conditions, products, and yield Reactants: C(C)(C)(C)[Si](OCCOC1=CC=C(C=C1)C1(CC(=C(C(O1)=O)SC1=C(C=CC(=C1)C)C(C)(C)C)O)CCC1=CC=CC=C1)(C)C (6-{4-[2-(tert-butyl-dimethyl-silanyloxy)-ethoxy]-phenyl }-3-(2-tert-butyl-5-methyl-phenylsulfanyl)-4-hydroxy-6-phenethyl-5,6-dihydro-pyran-2-one), [F-].C(CCC)[N+](CCCC)(CCCC)CCCC (tetrabutylammonium fluoride). Solvent: C1CCOC1 (THF). The product is C(C)(C)(C)C1=C(C=C(C=C1)C)SC=1C(OC(CC1O)(CCC1=CC=CC=C1)C1=CC=C(C=C1)OCCO)=O (3-(2-tert-Butyl-5-methyl-phenylsulfanyl)-4-hydroxy-6-[4-(2-hydroxy-ethoxy)-phenyl]-6-phenethyl-5,6-dihydro-pyran-2-one). As a reaction SMILES: C([Si](C)(C)[O:6][CH2:7][CH2:8][O:9][C:10]1[CH:15]=[CH:14][C:13]([C:16]2([CH2:36][CH2:37][C:38]3[CH:43]=[CH:42][CH:41]=[CH:40][CH:39]=3)[O:21][C:20](=[O:22])[C:19]([S:23][C:24]3[CH:29]=[C:28]([CH3:30])[CH:27]=[CH:26][C:25]=3[C:31]([CH3:34])([CH3:33])[CH3:32])=[C:18]([OH:35])[CH2:17]2)=[CH:12][CH:11]=1)(C)(C)C.[F-].C([N+](CCCC)(CCCC)CCCC)CCC>C1COCC1>[C:31]([C:25]1[CH:26]=[CH:27][C:28]([CH3:30])=[CH:29][C:24]=1[S:23][C:19]1[C:20](=[O:22])[O:21][C:16]([C:13]2[CH:14]=[CH:15][C:10]([O:9][CH2:8][CH2:7][OH:6])=[CH:11][CH:12]=2)([CH2:36][CH2:37][C:38]2[CH:43]=[CH:42][CH:41]=[CH:40][CH:39]=2)[CH2:17][C:18]=1[OH:35])([CH3:34])([CH3:32])[CH3:33] |f:1.2|. Procedure details: Deprotection of 1.75 g (2.7 mmol) of 6-{4-[2-(tert-butyl-dimethyl-silanyloxy)-ethoxy]-phenyl }-3-(2-tert-butyl-5-methyl-phenylsulfanyl)-4-hydroxy-6-phenethyl-5,6-dihydro-pyran-2-one (prepared in the paragraph above) was accomplished as described in General Method 8 using 5.4 mL (5.4 mmol) of 1M tetrabutylammonium fluoride and 10 mL of THF. Purification by silica gel chromatography, eluting with MeOH:(50% Hexane-50% CH2Cl2) (1:99 to 5:95) gave the title compound, m.p. 154°-156° C. Reactants: C(C)(C)(C)OC(=O)N1CC(C(CC1)=O)C (3-methyl-4-oxo-piperidine-1-carboxylic acid tert-butyl ester), C1(CC1)N (cyclopropylamine), Intermediate 7. Yields the product C(C)(C)(C)OC(=O)N1CC(C(CC1)NC1CC1)C (4-Cyclopropylamino-3-methyl-piperidine-1-carboxylic acid tert-butyl ester). Procedure: The title compound is prepared from 3-methyl-4-oxo-piperidine-1-carboxylic acid tert-butyl ester and cyclopropylamine following a procedure analogous to that described in Intermediate 7. LC (method 3): tR=1.30 min; Mass spectrum (ESI+): m/z=255 [M+H]+. As a reaction SMILES: [C:1]([O:5][C:6]([N:8]1[CH2:13][CH2:12][C:11](=O)[CH:10]([CH3:15])[CH2:9]1)=[O:7])([CH3:4])([CH3:3])[CH3:2].[CH:16]1([NH2:19])[CH2:18][CH2:17]1>>[C:1]([O:5][C:6]([N:8]1[CH2:13][CH2:12][CH:11]([NH:19][CH:16]2[CH2:18][CH2:17]2)[CH:10]([CH3:15])[CH2:9]1)=[O:7])([CH3:4])([CH3:3])[CH3:2]. The reactants are C(CCC)[Li] (butyllithium), CCCCCC (hexane), BrC1=CC=CC=C1 (bromobenzene), solid, C1(=C(C(=CC(=C1)C)C)B(F)C1=C(C=C(C=C1C)C)C)C (dimesityifluoroborane). Run in O1CCCC1 (tetrahydrofuran), O (water). Conditions: time 3 hour. Product: C1(=C(C(=CC(=C1)C)C)B(C1=CC=CC=C1)C1=C(C=C(C=C1C)C)C)C (Dimesitylphenylborane). RXN SMILES: C([Li])CCC.[CH3:6][CH2:7][CH2:8][CH2:9][CH2:10][CH3:11].BrC1C=CC=CC=1.[C:19]1([CH3:38])[CH:24]=[C:23]([CH3:25])[CH:22]=[C:21]([CH3:26])[C:20]=1[B:27]([C:29]1[C:34]([CH3:35])=[CH:33][C:32]([CH3:36])=[CH:31][C:30]=1[CH3:37])F>O1CCCC1.O>[C:19]1([CH3:38])[CH:24]=[C:23]([CH3:25])[CH:22]=[C:21]([CH3:26])[C:20]=1[B:27]([C:29]1[C:34]([CH3:35])=[CH:33][C:32]([CH3:36])=[CH:31][C:30]=1[CH3:37])[C:8]1[CH:7]=[CH:6][CH:11]=[CH:10][CH:9]=1. Procedure details: 1.1 equivalents of 1.6 M butyllithium in hexane (37.5 ml, 0.066 mol) are added over the course of 15 minutes at −78° C. to a solution of 9.42 g (0.06 mol) of bromobenzene in 80 ml of tetrahydrofuran (TH F). The reaction mixture is stirred at this temperature for 3 h. Then 16.1 g (0.06 mol) of solid dimesityifluoroborane are added, and the mixture is allowed to warm to room temperature and stirred for a further hour. The mixture is poured into 500 ml of water and the resulting suspension is filte... As a reaction SMILES: [C:1]([CH3:2])(=[CH2:3])[n:4]1[c:5](=[O:31])[n:6]([CH2:13][c:14]2[n:15][c:16]3[c:17]([n:18]2[CH2:19][CH2:20][CH:21]([CH3:22])[CH3:23])[cH:24][cH:25][c:26]([C:28](=[NH:29])[NH2:30])[cH:27]3)[c:7]2[c:8]1[cH:9][cH:10][cH:11][cH:12]2.[Cl:39][CH2:40][Cl:41].[F:32][C:33]([F:34])([F:35])[C:36]([OH:37])=[O:38]>>[nH:4]1[c:5](=[O:31])[n:6]([CH2:13][c:14]2[n:15][c:16]3[c:17]([n:18]2[CH2:19][CH2:20][CH:21]([CH3:22])[CH3:23])[cH:24][cH:25][c:26]([C:28](=[NH:29])[NH2:30])[cH:27]3)[c:7]2[c:8]1[cH:9][cH:10][cH:11][cH:12]2. Product: CC(C)CCn1c(Cn2c(=O)[nH]c3ccccc32)nc2cc(C(=N)N)ccc21. Reactants: C=C(C)n1c(=O)n(Cc2nc3cc(C(=N)N)ccc3n2CCC(C)C)c2ccccc21, ClCCl, O=C(O)C(F)(F)F. Run in C(C)O (ethanol), C(C)(=O)O (acetic acid). The product is NC1=NC=2C=C(C=CC2C2=C1N=C(N2CCCC(C)NOC)CCC)C2=CC=CC=C2 (N-[4-(4-amino-7-phenyl-2-propyl-1H-imidazo[4,5-c]quinolin-1-yl)-1-methylbutyl]-O-methylhydroxylamine). RXN SMILES: C([BH3-])#N.[Na+].[CH3:5][O:6][N:7]=[C:8]([CH2:10][CH2:11][CH2:12][N:13]1[C:25]2[C:24]3[CH:23]=[CH:22][C:21]([C:26]4[CH:31]=[CH:30][CH:29]=[CH:28][CH:27]=4)=[CH:20][C:19]=3[N:18]=[C:17]([NH2:32])[C:16]=2[N:15]=[C:14]1[CH2:33][CH2:34][CH3:35])[CH3:9]>C(O)C.C(O)(=O)C>[NH2:32][C:17]1[C:16]2[N:15]=[C:14]([CH2:33][CH2:34][CH3:35])[N:13]([CH2:12][CH2:11][CH2:10][CH:8]([NH:7][O:6][CH3:5])[CH3:9])[C:25]=2[C:24]2[CH:23]=[CH:22][C:21]([C:26]3[CH:27]=[CH:28][CH:29]=[CH:30][CH:31]=3)=[CH:20][C:19]=2[N:18]=1 |f:0.1|. Reported procedure: Sodium cyanoborohydride (2.26 g, 36.1 mmol) was added to a solution of 5-(4-amino-7-phenyl-2-propyl-1H-imidazo[4,5-c]quinolin-1-yl)pentan-2-one O-methyloxime (3.0 g, 7.22 mmol) in ethanol (50 mL) and acetic acid (3 mL) and stirred at ambient temperature overnight. Another portion of sodium cyanoborohydride was added (1.0 g) and the reaction was stirred for an additional 4 hours. The reaction mixture was concentrated under reduced pressure and the residue was diluted in water and neutralized to p... Isolated yield 90.6%. Run at time 8 hour. The reactants are C(#N)[BH3-].[Na+] (Sodium cyanoborohydride), CON=C(C)CCCN1C(=NC=2C(=NC=3C=C(C=CC3C21)C2=CC=CC=C2)N)CCC (5-(4-amino-7-phenyl-2-propyl-1H-imidazo[4,5-c]quinolin-1-yl)pentan-2-one O-methyloxime), C(#N)[BH3-].[Na+] (sodium cyanoborohydride). Starting materials: C(C)(=O)C1=C(C2=C(CCN(CC2)C(C(F)(F)F)=O)C(=C1)Br)O (7-acetyl-9-bromo-6-hydroxy-3-(2,2,2-trifluoroacetyl)-2,3,4,5-tetrahydro-1H-benzo[d]azepine), C(=O)[O-].[Na+] (sodium formate). The reagents and catalysts are C=1C=CC(=CC1)[P](C=2C=CC=CC2)(C=3C=CC=CC3)[Pd]([P](C=4C=CC=CC4)(C=5C=CC=CC5)C=6C=CC=CC6)([P](C=7C=CC=CC7)(C=8C=CC=CC8)C=9C=CC=CC9)[P](C=1C=CC=CC1)(C=1C=CC=CC1)C=1C=CC=CC1 (tetrakis(triphenylphosphine)palladium(0)). Solvent: CN(C)C=O (DMF), CCOC(=O)C (EtOAc). Product: C(C)(=O)C1=C(C2=C(CCN(CC2)C(C(F)(F)F)=O)C=C1)O (7-Acetyl-6-hydroxy-3-(2,2,2-trifluoroacetyl)-2,3,4,5-tetrahydro-1H-benzo[d]azepine). Yield: 67.6%. Reaction SMILES: [C:1]([C:4]1[CH:20]=[C:19](Br)[C:7]2[CH2:8][CH2:9][N:10]([C:13](=[O:18])[C:14]([F:17])([F:16])[F:15])[CH2:11][CH2:12][C:6]=2[C:5]=1[OH:22])(=[O:3])[CH3:2].C([O-])=O.[Na+]>CN(C=O)C.CCOC(C)=O.C1C=CC([P]([Pd]([P](C2C=CC=CC=2)(C2C=CC=CC=2)C2C=CC=CC=2)([P](C2C=CC=CC=2)(C2C=CC=CC=2)C2C=CC=CC=2)[P](C2C=CC=CC=2)(C2C=CC=CC=2)C2C=CC=CC=2)(C2C=CC=CC=2)C2C=CC=CC=2)=CC=1>[C:1]([C:4]1[CH:20]=[CH:19][C:7]2[CH2:8][CH2:9][N:10]([C:13](=[O:18])[C:14]([F:17])([F:15])[F:16])[CH2:11][CH2:12][C:6]=2[C:5]=1[OH:22])(=[O:3])[CH3:2] |f:1.2,^1:41,43,62,81|. Procedure: Mix 7-acetyl-9-bromo-6-hydroxy-3-(2,2,2-trifluoroacetyl)-2,3,4,5-tetrahydro-1H-benzo[d]azepine (833 mg, 2.2 mmol), tetrakis(triphenylphosphine)palladium(0) (150 mg, 0.13 mmol) and sodium formate (224 mg, 3.3 mmol) in anhydrous DMF (15 mL). Degas twice then flush with argon. Keep the flask under argon and heat the reaction at 95° C. for 16 h. Dilute with EtOAc then wash with 1 N HCl. Separate the organic layer, dry (sodium sulfate), concentrate and purify (silica gel chromatography, eluting with ... Reactants: [N+](=O)([O-])C=1C=C(C(=O)Cl)C=CC1[N+](=O)[O-] (3,4-dinitrobenzoyl chloride), Example 6 ( A ), C(C)(C)(C)O (t-butyl alcohol), C1=CC=CC=C1 (benzene), N1=CC=CC=C1 (pyridine). The product is [N+](=O)([O-])C=1C=C(C(=O)OC(C)(C)C)C=CC1[N+](=O)[O-] (t-butyl 3,4-dinitrobenzoate). The yield is 49.0%. RXN SMILES: [N+:1]([C:4]1[CH:5]=[C:6]([CH:10]=[CH:11][C:12]=1[N+:13]([O-:15])=[O:14])[C:7](Cl)=[O:8])([O-:3])=[O:2].C1C=CC=CC=1.N1C=CC=CC=1.[C:28]([OH:32])([CH3:31])([CH3:30])[CH3:29]>>[N+:1]([C:4]1[CH:5]=[C:6]([CH:10]=[CH:11][C:12]=1[N+:13]([O-:15])=[O:14])[C:7]([O:32][C:28]([CH3:31])([CH3:30])[CH3:29])=[O:8])([O-:3])=[O:2]. Procedure: The crude 3,4-dinitrobenzoyl chloride, 500 ml. of benzene, 25 ml. of pyridine and 22 g. (0.30 of t-butyl alcohol were reacted as in Example 6 (A), second paragraph, to provide 33 g. (49 percent yield) of t-butyl 3,4-dinitrobenzoate.